From a dataset of the Open Reaction Database (ORD), a public repository of structured organic reaction records. describe an organic reaction: reactants, conditions, products, and yield Starting materials: N1=C2C(=NS1)C(=CC=C2)S(=O)(=O)NC2=C(C(=O)N[C@H](C(=O)O)CC1=CC(=C(C=C1)Cl)Cl)C=CC(=C2)Cl ((S)-2-[2-(benzo[1,2,5]thiadiazole-4-sulfonylamino)-4-chloro-benzoylamino]-3-(3,4-dichloro-phenyl)-propionic acid), ClC=1C=C(CN)C=CC1 (3-chlorobenzylamine). Product: N1=C2C(=NS1)C(=CC=C2)S(=O)(=O)NC2=C(C(=O)N[C@@H](CC1=CC(=C(C=C1)Cl)Cl)C(NCC1=CC(=CC=C1)Cl)=O)C=CC(=C2)Cl ((S)-2-(Benzo[1,2,5]thiadiazole-4-sulfonylamino)-4-chloro-N-[1-(3-chloro-benzylcarbamoyl)-2-(3,4-dichloro-phenyl)-ethyl]-benzamide). The yield is 48.0%. RXN SMILES: [N:1]1[S:5][N:4]=[C:3]2[C:6]([S:10]([NH:13][C:14]3[CH:35]=[C:34]([Cl:36])[CH:33]=[CH:32][C:15]=3[C:16]([NH:18][C@@H:19]([CH2:23][C:24]3[CH:29]=[CH:28][C:27]([Cl:30])=[C:26]([Cl:31])[CH:25]=3)[C:20]([OH:22])=O)=[O:17])(=[O:12])=[O:11])=[CH:7][CH:8]=[CH:9][C:2]=12.[Cl:37][C:38]1[CH:39]=[C:40]([CH:43]=[CH:44][CH:45]=1)[CH2:41][NH2:42]>>[N:1]1[S:5][N:4]=[C:3]2[C:6]([S:10]([NH:13][C:14]3[CH:35]=[C:34]([Cl:36])[CH:33]=[CH:32][C:15]=3[C:16]([NH:18][C@H:19]([C:20](=[O:22])[NH:42][CH2:41][C:40]3[CH:43]=[CH:44][CH:45]=[C:38]([Cl:37])[CH:39]=3)[CH2:23][C:24]3[CH:29]=[CH:28][C:27]([Cl:30])=[C:26]([Cl:31])[CH:25]=3)=[O:17])(=[O:11])=[O:12])=[CH:7][CH:8]=[CH:9][C:2]=12. Procedure: The title compound (29 mg, 48%) was obtained from (S)-2-[2-(benzo[1,2,5]thiadiazole-4-sulfonylamino)-4-chloro-benzoylamino]-3-(3,4-dichloro-phenyl)-propionic acid and 3-chlorobenzylamine as in Example 1, Part C. HPLC: RT=10.95 min. MS (ESI−): mass calcd. for C29H21Cl4N5O4S2, 709.45; m/z found, 706/708 [M−H]−. 1H NMR (500 MHz, CDCl3): 11.55 (s, 1H), 8.39 (dd, J=7.0, 0.9, 1H), 8.22 (dd, J=8.8, 0.8, 1H), 7.73 (dd, J=8.8, 7.1, 1H), 7.70 (d, J=2.0, 1H), 7.38-7.30 (m, 3H), 7.16 (d, J=0.5, 1H), 7.05-6.... Reactants: CC(C)=O, CC1=NCCc2ccccc21, CI. Product: CC1=[N+](C)CCc2ccccc21, [I-]. RXN SMILES: [CH3:14][C:15](=[O:16])[CH3:17].[CH3:1][C:2]1=[N:3][CH2:4][CH2:5][c:6]2[cH:7][cH:8][cH:9][cH:10][c:11]21.[I:12][CH3:13]>>[CH3:1][C:2]1=[N+:3]([CH3:13])[CH2:4][CH2:5][c:6]2[cH:7][cH:8][cH:9][cH:10][c:11]21.[I-:12]. The reactants are C1CCOC1, CC(C)(C)[O-], CC(C)(C)OC(=O)N1CCC(O)C(F)(F)C1, [K+], CN(C)C=O, Fc1cc(F)c2nc(-c3nnc4ccccn34)ccc2c1. Product: CC(C)(C)OC(=O)N1CCC(Oc2cc(F)cc3ccc(-c4nnc5ccccn45)nc23)C(F)(F)C1. As a reaction SMILES: [CH2:23]1[O:24][CH2:25][CH2:26][CH2:27]1.[CH3:17][C:18]([CH3:19])([O-:20])[CH3:21].[F:1][C:2]1([F:16])[CH2:3][N:4]([C:9](=[O:10])[O:11][C:12]([CH3:13])([CH3:14])[CH3:15])[CH2:5][CH2:6][CH:7]1[OH:8].[K+:22].[O:49]=[CH:50][N:51]([CH3:52])[CH3:53].[n:28]1[n:29][c:30](-[c:37]2[n:38][c:39]3[c:40]([F:48])[cH:41][c:42]([F:47])[cH:43][c:44]3[cH:45][cH:46]2)[n:31]2[c:32]1[cH:33][cH:34][cH:35][cH:36]2>>[F:1][C:2]1([F:16])[CH2:3][N:4]([C:9](=[O:10])[O:11][C:12]([CH3:13])([CH3:14])[CH3:15])[CH2:5][CH2:6][CH:7]1[O:8][c:40]1[c:39]2[n:38][c:37](-[c:30]3[n:29][n:28][c:32]4[n:31]3[cH:36][cH:35][cH:34][cH:33]4)[cH:46][cH:45][c:44]2[cH:43][c:42]([F:47])[cH:41]1.